Dataset: the Open Reaction Database (ORD), a public repository of structured organic reaction records. Task: describe an organic reaction: reactants, conditions, products, and yield Reactants: FC1=C(C=C(C(=O)OCC)C=C1)[N+](=O)[O-] (ethyl 4-fluoro-3-nitrobenzoate), N1CCCCC1 (piperidine). The solvent is CN(C)C=O (DMF), O (water). Conditions: temperature 50 celsius. Product: [N+](=O)([O-])C=1C=C(C(=O)OCC)C=CC1N1CCCCC1 (ethyl 3-nitro-4-piperidin-1-ylbenzoate). Reaction SMILES: F[C:2]1[CH:12]=[CH:11][C:5]([C:6]([O:8][CH2:9][CH3:10])=[O:7])=[CH:4][C:3]=1[N+:13]([O-:15])=[O:14].[NH:16]1[CH2:21][CH2:20][CH2:19][CH2:18][CH2:17]1>CN(C=O)C.O>[N+:13]([C:3]1[CH:4]=[C:5]([CH:11]=[CH:12][C:2]=1[N:16]1[CH2:21][CH2:20][CH2:19][CH2:18][CH2:17]1)[C:6]([O:8][CH2:9][CH3:10])=[O:7])([O-:15])=[O:14]. Procedure details: A mixture of ethyl 4-fluoro-3-nitrobenzoate (Clontech 01072, 500 mg; 2.35 mmol; 1 eq.) and piperidine (599.2 mg; 7.04 mmol; 3 eq.) in DMF (2 mL) was heated to 50° C. for 3 hours. The reaction was then allowed to return to RT and diluted with water. It was extracted with EtOAc and the organic phase was dried over sodium sulfate and concentrated in vacuo, affording ethyl 3-nitro-4-piperidin-1-ylbenzoate as a yellow oil. The residue was taken up in THF (15 mL) and lithium hydroxide (280.86 mg; 11.7... The reactants are ClC1=NC=C(C=C1NS(=O)(=O)C1=CC=C(C=C1)F)B1OC(C(O1)(C)C)(C)C (N-(2-chloro-5-(4,4,5,5-tetramethyl-1,3,2-dioxaborolan-2-yl)pyridin-3-yl)-4-fluorobenzenesulfonamide), C1=CC2=NC=CN2C=C1Br.COC1=NC(=NC2=C1C=CN2)N (6-bromoH-imidazo[1,2-a]pyridin 2-amine), C([O-])([O-])=O.[Na+].[Na+] (sodium carbonate). Reagents/catalysts: Cl[Pd]([P](C1=CC=CC=C1)(C2=CC=CC=C2)C3=CC=CC=C3)([P](C4=CC=CC=C4)(C5=CC=CC=C5)C6=CC=CC=C6)Cl (trans-dichlorobis(triphenylphosphine)palladium(II)). Solvent: CS(=O)C (DMSO). Run at temperature 95 celsius, time 3 hour. Yields the product NC=1N=C2N(C=C(C=C2)C=2C=C(C(=NC2)Cl)NS(=O)(=O)C2=CC=C(C=C2)F)C1 (N-(5-(2-Aminoimidazo[1,2-a]pyridin-6-yl)-2-chloropyridin-3-yl)-4-fluorobenzenesulfonamide). The yield is 22.3%. As a reaction SMILES: [Cl:1][C:2]1[C:7]([NH:8][S:9]([C:12]2[CH:17]=[CH:16][C:15]([F:18])=[CH:14][CH:13]=2)(=[O:11])=[O:10])=[CH:6][C:5](B2OC(C)(C)C(C)(C)O2)=[CH:4][N:3]=1.[CH:28]1[C:36](Br)=[CH:35][N:34]2[C:30](=[N:31][CH:32]=[CH:33]2)[CH:29]=1.COC1C2C=CNC=2N=C(N)[N:41]=1.C(=O)([O-])[O-].[Na+].[Na+]>Cl[Pd](Cl)([P](C1C=CC=CC=1)(C1C=CC=CC=1)C1C=CC=CC=1)[P](C1C=CC=CC=1)(C1C=CC=CC=1)C1C=CC=CC=1.CS(C)=O>[NH2:41][C:32]1[N:31]=[C:30]2[CH:29]=[CH:28][C:36]([C:5]3[CH:6]=[C:7]([NH:8][S:9]([C:12]4[CH:13]=[CH:14][C:15]([F:18])=[CH:16][CH:17]=4)(=[O:10])=[O:11])[C:2]([Cl:1])=[N:3][CH:4]=3)=[CH:35][N:34]2[CH:33]=1 |f:1.2,3.4.5,^1:58,77|. Reported procedure: To a 10 mL round-bottomed flask was added N-(2-chloro-5-(4,4,5,5-tetramethyl-1,3,2-dioxaborolan-2-yl)pyridin-3-yl)-4-fluorobenzenesulfonamide (0.150 g, 0.363 mmol) (Step 2, Example 48), 6-bromoH-imidazo[1,2-a]pyridin-2-amine (0.0700 g, 0.330 mmol) (Step 4, Example 28), DMSO (3.00 mL), and sodium carbonate (0.990 mL, 1.98 mmol, 2 M). The mixture was carefully evacuated and backfilled with N2. To the mixture was added trans-dichlorobis(triphenylphosphine)palladium(II) (0.0232 g, 0.0330 mmol, Strem... Starting materials: COCOC1=CC=C(C(C2=CC=C(C=C2)OCOC)O)C=C1 (4,4'-bis(methoxymethoxy)benzhydrol), COCOC1=CC=C(C(C2=CC=C(C=C2)OCOC)O)C=C1 (4,4'-bis(methoxymethoxy)benzhydrol), C([O-])(O)=O.[Na+] (sodium bicarbonate), ClC1=C(C=CC=C1)N1CCN(CC1)S(=O)(=O)C=1NC2=CC=CC=C2C1 (2-[4-(2-chlorophenyl)piperazinylsulfonyl]indole). The solvent is C(Cl)Cl (methylene chloride), C(Cl)Cl (methylene chloride), C(Cl)Cl (methylene chloride). Run at time 20 hour. The product is COCOC1=CC=C(C=C1)C(C1=C(NC2=CC=CC=C12)S(=O)(=O)N1CCN(CC1)C1=C(C=CC=C1)Cl)C1=CC=C(C=C1)OCOC (3-(Bis[4-(methoxymethoxy)phenyl]methyl)-2-[4-(2-chlorophenyl)piperazinylsulfonyl]indole). Isolated yield 89.9%. As a reaction SMILES: [Cl:1][C:2]1[CH:7]=[CH:6][CH:5]=[CH:4][C:3]=1[N:8]1[CH2:13][CH2:12][N:11]([S:14]([C:17]2[NH:18][C:19]3[C:24]([CH:25]=2)=[CH:23][CH:22]=[CH:21][CH:20]=3)(=[O:16])=[O:15])[CH2:10][CH2:9]1.[CH3:26][O:27][CH2:28][O:29][C:30]1[CH:47]=[CH:46][C:33]([CH:34](O)[C:35]2[CH:40]=[CH:39][C:38]([O:41][CH2:42][O:43][CH3:44])=[CH:37][CH:36]=2)=[CH:32][CH:31]=1.C(=O)(O)[O-].[Na+]>C(Cl)Cl>[CH3:44][O:43][CH2:42][O:41][C:38]1[CH:37]=[CH:36][C:35]([CH:34]([C:33]2[CH:46]=[CH:47][C:30]([O:29][CH2:28][O:27][CH3:26])=[CH:31][CH:32]=2)[C:25]2[C:24]3[C:19](=[CH:20][CH:21]=[CH:22][CH:23]=3)[NH:18][C:17]=2[S:14]([N:11]2[CH2:10][CH2:9][N:8]([C:3]3[CH:4]=[CH:5][CH:6]=[CH:7][C:2]=3[Cl:1])[CH2:13][CH2:12]2)(=[O:16])=[O:15])=[CH:40][CH:39]=1 |f:2.3|. Procedure details: Boron trifluoride-ether complex (0.04 ml, 0.32 mmol) was added to a solution of 2-[4-(2-chlorophenyl)piperazinylsulfonyl]indole (1.2 g, 3.19 mmol) in 15 ml of methylene chloride, and a solution of 4,4'-bis(methoxymethoxy)benzhydrol (991 mg, 3.26 mmol) in 10 ml of methylene chloride was added thereto, followed by stirring at room temperature for 20 hours. Then, a solution of 4,4'-bis(methoxymethoxy)benzhydrol (490 mg, 1.60 mmol) in 10 ml of methylene chloride was further added to the reaction mix...